This data is from the Open Reaction Database (ORD), a public repository of structured organic reaction records. The task is: describe an organic reaction: reactants, conditions, products, and yield Starting materials: OCC1=CC=C(OCCN2CCC3(CN(CCO3)C(=O)C=3N=C(SC3)C)CC2)C=C1 ((9-(2-(4-(Hydroxymethyl)phenoxy)ethyl)-1-oxa-4,9-diazaspiro[5.5]undecan-4-yl)(2-methylthiazol-4-yl)methanone). The reagents and catalysts are [O-2].[O-2].[Mn+4] (Manganese dioxide). Solvent: C(Cl)Cl (DCM). Yields the product CC=1SC=C(N1)C(=O)N1CCOC2(C1)CCN(CC2)CCOC2=CC=C(C=O)C=C2 (4-(2-(4-(2-Methylthiazole-4-carbonyl)-1-oxa-4,9-diazaspiro[5.5]undecan-9-yl)ethoxy)benzaldehyde). Reaction SMILES: [OH:1][CH2:2][C:3]1[CH:30]=[CH:29][C:6]([O:7][CH2:8][CH2:9][N:10]2[CH2:28][CH2:27][C:13]3([O:18][CH2:17][CH2:16][N:15]([C:19]([C:21]4[N:22]=[C:23]([CH3:26])[S:24][CH:25]=4)=[O:20])[CH2:14]3)[CH2:12][CH2:11]2)=[CH:5][CH:4]=1>C(Cl)Cl.[O-2].[O-2].[Mn+4]>[CH3:26][C:23]1[S:24][CH:25]=[C:21]([C:19]([N:15]2[CH2:14][C:13]3([CH2:27][CH2:28][N:10]([CH2:9][CH2:8][O:7][C:6]4[CH:5]=[CH:4][C:3]([CH:2]=[O:1])=[CH:30][CH:29]=4)[CH2:11][CH2:12]3)[O:18][CH2:17][CH2:16]2)=[O:20])[N:22]=1 |f:2.3.4|. Procedure details: Manganese dioxide (0.65 g) was added to a solution of (9-(2-(4-(hydroxymethyl)phenoxy)ethyl)-1-oxa-4,9-diazaspiro[5.5]undecan-4-yl)(2-methylthiazol-4-yl)methanone (0.32 g) (example 1, step i) in DCM (20 mL) and the resulting black suspension heated under reflux for 1 h. After cooling the reaction mixture was passed through a pad of Celite. The pad was washed with DCM (2×30 mL) and the combined filtrate and washings evaporated in vacuo to give the subtitled compound as a gum. Yield 0.25 g. The product is C(=O)(O)C=1C=C(C=C2C=CC=NC12)[N+](=O)[O-] (8-carboxy-6-nitroquinoline). Procedure: A mixture of 2-amino-5-nitrobenzoic acid (4 g, 22 mM), glycerol (8 g), arsenic acid (80% in water) (20 g), and sulphuric acid (65%) (36 ml) was heated at reflux for 3.5 hours. After addition of water (100 ml), the pH was adjusted to 8 with concentrated ammonia and then to 3.5 with acetic acid. The resulting precipitate was filtered and dried to give 8-carboxy-6-nitroquinoline (4 g; 83%). Reaction SMILES: [NH2:1][C:2]1[CH:10]=[CH:9][C:8]([N+:11]([O-:13])=[O:12])=[CH:7][C:3]=1[C:4]([OH:6])=[O:5].[As](=O)(O)(O)O.S(=O)(=O)(O)O.N.O[CH2:26][CH:27]([CH2:29]O)O>C(O)(=O)C.O>[C:4]([C:3]1[CH:7]=[C:8]([N+:11]([O-:13])=[O:12])[CH:9]=[C:10]2[C:2]=1[N:1]=[CH:29][CH:27]=[CH:26]2)([OH:6])=[O:5]. Starting materials: NC1=C(C(=O)O)C=C(C=C1)[N+](=O)[O-] (2-amino-5-nitrobenzoic acid), [As](O)(O)(O)=O (arsenic acid), S(O)(O)(=O)=O (sulphuric acid), OCC(O)CO (glycerol), N (ammonia). Run in O (water), C(C)(=O)O (acetic acid). Yield: 83.5%. Starting materials: ClC1=NC=C(C=C1)[N+](=O)[O-] (2-chloro-5-nitropyridine), [Na] (Sodium), C(CC(=O)OCC)(=O)OCC (diethyl malonate), [Na] (sodium). Run in O (Water). Run at temperature 110 celsius, time 20 hour. Product: [N+](=O)([O-])C=1C=CC(=NC1)CCC (5-Nitro-2-n-propylpyridine). As a reaction SMILES: [Na].[C:2](OCC)(=O)[CH2:3][C:4](OCC)=O.Cl[C:14]1[CH:19]=[CH:18][C:17]([N+:20]([O-:22])=[O:21])=[CH:16][N:15]=1>O>[N+:20]([C:17]1[CH:18]=[CH:19][C:14]([CH2:4][CH2:3][CH3:2])=[N:15][CH:16]=1)([O-:22])=[O:21] |^1:0|. Procedure: Sodium metal (6.9 g, 300 mmol) was added in small pieces to a refluxing solution of diethyl malonate (90 ml, 480 mmol). When the sodium was completely dissolved, 2-chloro-5-nitropyridine (45 g, 285 mmol) was added in small portions. Reflux was continued for 20 hours. Water (500 ml) was added and the organic material was extracted into 4×200 ml of ethyl acetate. The combined organic layers were washed with brine, dried over sodium sulfate, and the solvent was evaporated. The crude malonate interm... The reactants are C(C)(C)(C)OC(=O)N1C[C@H]2CC(=C([C@@H](C1)N2C(=O)OC(C)(C)C)C(N(CC2=C(C(=CC=C2)C)C)C2CC2)=O)C2=CC=C(C=C2)OCCOC2=C(C=C(C=C2Cl)C)Cl ((rac.)-(1R*,5S*)-6-[Cyclopropyl-(2,3-dimethylbenzyl)carbamoyl]-7-{4-[2-(2,6-dichloro-4-methylphenoxy)ethoxy]phenyl}-3,9-diazabicyclo[3.3.1]non-6-ene-3,9-dicarboxylic acid di-tert-butyl ester), Cl (HCl). The solvent is C(Cl)Cl (CH2Cl2). Reaction conditions: temperature 0 celsius, time 1 hour. Yields the product C1(CC1)N(C(=O)C=1[C@H]2CNC[C@@H](CC1C1=CC=C(C=C1)OCCOC1=C(C=C(C=C1Cl)C)Cl)N2)CC2=C(C(=CC=C2)C)C ((rac.)-(1R*,5S*)-7-{4-[2-(2,6-dichloro-4-methylphenoxy)-ethoxy]phenyl}-3,9-diazabicyclo[3.3.1]non-6-ene-6-carboxylic acid cyclopropyl-(2,3-dimethylbenzyl)amide). The yield is 90.1%. As a reaction SMILES: C(OC([N:8]1[CH2:15][C@H:14]2[N:16](C(OC(C)(C)C)=O)[C@H:10]([CH2:11][C:12]([C:39]3[CH:44]=[CH:43][C:42]([O:45][CH2:46][CH2:47][O:48][C:49]4[C:54]([Cl:55])=[CH:53][C:52]([CH3:56])=[CH:51][C:50]=4[Cl:57])=[CH:41][CH:40]=3)=[C:13]2[C:24](=[O:38])[N:25]([CH:35]2[CH2:37][CH2:36]2)[CH2:26][C:27]2[CH:32]=[CH:31][CH:30]=[C:29]([CH3:33])[C:28]=2[CH3:34])[CH2:9]1)=O)(C)(C)C.Cl>C(Cl)Cl>[CH:35]1([N:25]([CH2:26][C:27]2[CH:32]=[CH:31][CH:30]=[C:29]([CH3:33])[C:28]=2[CH3:34])[C:24]([C:13]2[C@@H:14]3[NH:16][C@H:10]([CH2:11][C:12]=2[C:39]2[CH:44]=[CH:43][C:42]([O:45][CH2:46][CH2:47][O:48][C:49]4[C:54]([Cl:55])=[CH:53][C:52]([CH3:56])=[CH:51][C:50]=4[Cl:57])=[CH:41][CH:40]=2)[CH2:9][NH:8][CH2:15]3)=[O:38])[CH2:37][CH2:36]1. Procedure details: A sol. of compound 10 (13.8 g, 16.9 mmol) in CH2Cl2 (120 mL) was cooled to 0° C. HCl (4M in dioxane, 120 mL) was added. The mixture was stirred for 1 h at 0° C., then 2 h at rt. The solvents were removed under reduced pressure, and the residue was dried under high vacuum. The residue was diluted with CH2Cl2, and washed with aq. 1M NaOH until the aq. layer staid basic. The org. extracts were dried over MgSO4, filtered, and the solvents were removed under reduced pressure. Purification of the resi... Reactants: CC(C)(OC(=O)NC(CC(CNC(C(CNC(OCC1=CC=CC=C1)=O)O)CC1=CC=CC=C1)O)C1=CC=CC=C1)C ([3-[[(1,1-Dimethylethoxy)carbonyl]amino-2-hydroxy-4-phenylbutyl]amino-2-hydroxy-4-phenylbutyl]carbamic acid, phenylmethyl ester). Solvent: CO (MeOH). Product: C(N)(OCC1=CC=CC=C1)=O (carbamic acid, phenylmethyl ester). RXN SMILES: CC(C)(OC(NC(C1C=CC=CC=1)CC(O)CNC(CC1C=CC=CC=1)C(O)C[NH:16][C:17](=[O:26])[O:18][CH2:19][C:20]1[CH:25]=[CH:24][CH:23]=[CH:22][CH:21]=1)=O)C>CO>[C:17](=[O:26])([O:18][CH2:19][C:20]1[CH:21]=[CH:22][CH:23]=[CH:24][CH:25]=1)[NH2:16]. Procedure: Compound 186 was prepared as a colorless solid from a 1:1 mixture of 1b(i) and 1b(ii) by a procedure analogous to that used for the synthesis of Compound 185d. mp 90°-95° C.; [α]D =-4.0° (c 0.10, MeOH). MS: (M+H)+ @578+Analysis calc. for C33H43N3O6. 0.9 6H2O: